Dataset: the Open Reaction Database (ORD), a public repository of structured organic reaction records. Task: describe an organic reaction: reactants, conditions, products, and yield Starting materials: CN(C)C(=N)N(C)C, Cc1nc(C)c(C=O)s1, CCOCC, COC(=O)C(NC(=O)c1ccc(C(O)CCc2cccc(O)c2)cc1Cl)P(=O)(OC)OC, C1CCOC1. Yields the product COC(=O)C(=Cc1sc(C)nc1C)NC(=O)c1ccc(C(O)CCc2cccc(O)c2)cc1Cl. RXN SMILES: [CH3:1][N:2]([CH3:3])[C:4]([N:5]([CH3:6])[CH3:7])=[NH:8].[CH3:41][c:42]1[s:43][c:44]([CH:48]=[O:49])[c:45]([CH3:47])[n:46]1.[CH3:50][CH2:51][O:52][CH2:53][CH3:54].[CH3:9][O:10][C:11]([CH:12]([NH:13][C:14]([c:15]1[c:16]([Cl:32])[cH:17][c:18]([CH:21]([CH2:22][CH2:23][c:24]2[cH:25][c:26]([OH:30])[cH:27][cH:28][cH:29]2)[OH:31])[cH:19][cH:20]1)=[O:33])[P:34]([O:35][CH3:36])([O:37][CH3:38])=[O:39])=[O:40].[O:55]1[CH2:56][CH2:57][CH2:58][CH2:59]1>>[CH3:9][O:10][C:11]([C:12]([NH:13][C:14]([c:15]1[c:16]([Cl:32])[cH:17][c:18]([CH:21]([CH2:22][CH2:23][c:24]2[cH:25][c:26]([OH:30])[cH:27][cH:28][cH:29]2)[OH:31])[cH:19][cH:20]1)=[O:33])=[CH:48][c:44]1[s:43][c:42]([CH3:41])[n:46][c:45]1[CH3:47])=[O:40].